This data is from the Open Reaction Database (ORD), a public repository of structured organic reaction records. The task is: describe an organic reaction: reactants, conditions, products, and yield The product is O=c1nc(-c2ccccn2)sc2ccc(OCCCCCCO)cc12. Starting materials: OCCCCCCBr, O=C([O-])[O-], [K+], [K+], CN(C)C=O, O, O=c1nc(-c2ccccn2)sc2ccc(O)cc12. As a reaction SMILES: [Br:19][CH2:20][CH2:21][CH2:22][CH2:23][CH2:24][CH2:25][OH:26].[C:27](=[O:28])([O-:29])[O-:30].[K+:31].[K+:32].[O:33]=[CH:34][N:35]([CH3:36])[CH3:37].[OH2:38].[OH:1][c:2]1[cH:3][cH:4][c:5]2[c:6]([c:7](=[O:17])[n:8][c:9](-[c:11]3[n:12][cH:13][cH:14][cH:15][cH:16]3)[s:10]2)[cH:18]1>>[O:1]([c:2]1[cH:3][cH:4][c:5]2[c:6]([c:7](=[O:17])[n:8][c:9](-[c:11]3[n:12][cH:13][cH:14][cH:15][cH:16]3)[s:10]2)[cH:18]1)[CH2:20][CH2:21][CH2:22][CH2:23][CH2:24][CH2:25][OH:26].